Dataset: the Open Reaction Database (ORD), a public repository of structured organic reaction records. Task: describe an organic reaction: reactants, conditions, products, and yield Starting materials: ClC1=C(C=C2C(=CNC2=C1)C(=O)OC)C1=CC=C(C=C1)OCCCN1CCN(CC1)C (methyl 6-chloro-5-{4-[3-(4-methylpiperazin-1-yl)propoxy]phenyl}-1H-indole-3-carboxyate), [OH-].[Na+] (NaOH). Run in CO (methanol). Reaction conditions: temperature 70 celsius, time 24 hour. The product is ClC1=C(C=C2C(=CNC2=C1)C(=O)O)C1=CC=C(C=C1)OCCCN1CCN(CC1)C (6-chloro-5-{4-[3-(4-methylpiperazin-1-yl)propoxy]phenyl}-1H-indole-3-carboxylic acid). Yield: 26.6%. Reaction SMILES: [Cl:1][C:2]1[CH:10]=[C:9]2[C:5]([C:6]([C:11]([O:13]C)=[O:12])=[CH:7][NH:8]2)=[CH:4][C:3]=1[C:15]1[CH:20]=[CH:19][C:18]([O:21][CH2:22][CH2:23][CH2:24][N:25]2[CH2:30][CH2:29][N:28]([CH3:31])[CH2:27][CH2:26]2)=[CH:17][CH:16]=1.[OH-].[Na+]>CO>[Cl:1][C:2]1[CH:10]=[C:9]2[C:5]([C:6]([C:11]([OH:13])=[O:12])=[CH:7][NH:8]2)=[CH:4][C:3]=1[C:15]1[CH:16]=[CH:17][C:18]([O:21][CH2:22][CH2:23][CH2:24][N:25]2[CH2:26][CH2:27][N:28]([CH3:31])[CH2:29][CH2:30]2)=[CH:19][CH:20]=1 |f:1.2|. Reported procedure: To a solution of methyl 6-chloro-5-{4-[3-(4-methylpiperazin-1-yl)propoxy]phenyl}-1H-indole-3-carboxyate (80 mg, 0.22 mmol) in methanol (8 mL) was added 1.0M aqueous NaOH (2.0 mL, 2.0 mmol). The mixture was stirred at 70° C. for 24 hours. The mixture was adjusted to pH 7 and purified by reverse phase HPLC to give the title compound (25 mg, 28% yield) as a white solid. MS (ES+) 428.1 (M+H)+. 1H NMR (400 MHz, CD3OD): δ 8.41 (br. s, 1H), 8.03 (s, 1H), 7.97 (s, 1H), 7.56 (s, 1H), 7.34 (d, 2H), 6.98 (... The reactants are O=C(NCCCCC1CC1)c1ccc(Cl)nn1, O=C(c1ccccc1C(F)(F)F)N1CCNCC1. Reaction SMILES: [CH:1]1([CH2:4][CH2:5][CH2:6][CH2:7][NH:8][C:9](=[O:10])[c:11]2[n:12][n:13][c:14]([Cl:17])[cH:15][cH:16]2)[CH2:2][CH2:3]1.[N:18]1([C:24](=[O:25])[c:26]2[c:27]([C:32]([F:33])([F:34])[F:35])[cH:28][cH:29][cH:30][cH:31]2)[CH2:19][CH2:20][NH:21][CH2:22][CH2:23]1>>[CH:1]1([CH2:4][CH2:5][CH2:6][CH2:7][NH:8][C:9](=[O:10])[c:11]2[n:12][n:13][c:14]([N:21]3[CH2:20][CH2:19][N:18]([C:24](=[O:25])[c:26]4[c:27]([C:32]([F:33])([F:34])[F:35])[cH:28][cH:29][cH:30][cH:31]4)[CH2:23][CH2:22]3)[cH:15][cH:16]2)[CH2:2][CH2:3]1. Product: O=C(NCCCCC1CC1)c1ccc(N2CCN(C(=O)c3ccccc3C(F)(F)F)CC2)nn1. Run in C(Cl)Cl (CH2Cl2), C(Cl)Cl (CH2Cl2). As a reaction SMILES: B(Br)(Br)Br.C[O:6][C:7]1[CH:12]=[C:11]([C:13]([Cl:17])=[C:14]([Cl:16])[Cl:15])[CH:10]=[C:9]([C:18]([Cl:22])=[C:19]([Cl:21])[Cl:20])[CH:8]=1>C(Cl)Cl>[Cl:17][C:13]([C:11]1[CH:12]=[C:7]([OH:6])[CH:8]=[C:9]([C:18]([Cl:22])=[C:19]([Cl:20])[Cl:21])[CH:10]=1)=[C:14]([Cl:16])[Cl:15]. Yields the product ClC(=C(Cl)Cl)C=1C=C(C=C(C1)C(=C(Cl)Cl)Cl)O (3,5-Bis(trichlorovinyl)phenol). Conditions: temperature 0 celsius, time 30 minute. Procedure details: A solution of 0.153 g (0.6 mmol) of boron tribromide in 0.5 mL of CH2Cl2 was magnetically stirred at 0° C. with an external ice-water bath, while a solution of 0.093 g (0.25 mmol) of the product of Step C in 0.5 mL CH2Cl2 was added over a period of 5 min. The reaction mixture was stirred an additional 30 min at 0° C. then allowed to warm to room temperature and stirring was continued overnight. The reaction was again cooled to 0° C. and quenched by addition of 1.0 mL water. The organic layer was... The reactants are B(Br)(Br)Br (boron tribromide), COC1=CC(=CC(=C1)C(=C(Cl)Cl)Cl)C(=C(Cl)Cl)Cl (1-Methoxy-3,5-bis(trichlorovinyl)benzene). Starting materials: FC(C=1C(=NC=CC1)N1CCN(CC1)C(=N)N)(F)F (4-(3-(Trifluoromethyl)pyridin-2-yl)piperazine-1-carboxamidine), C1(=CC=CC=C1)C(=O)C(=O)C1=CC=CC=C1 (benzil). Yields the product C1(=CC=CC=C1)C=1N=C(NC1C1=CC=CC=C1)N1CCN(CC1)C1=NC=CC=C1C(F)(F)F (1-(4,5-Diphenyl-1H-imidazol-2-yl)-4-(3-(trifluoromethyl)pyridin-2-yl)piperazine). RXN SMILES: [F:1][C:2]([F:19])([F:18])[C:3]1[C:4]([N:9]2[CH2:14][CH2:13][N:12]([C:15]([NH2:17])=[NH:16])[CH2:11][CH2:10]2)=[N:5][CH:6]=[CH:7][CH:8]=1.[C:20]1([C:26]([C:28]([C:30]2[CH:35]=[CH:34][CH:33]=[CH:32][CH:31]=2)=O)=O)[CH:25]=[CH:24][CH:23]=[CH:22][CH:21]=1>>[C:20]1([C:26]2[N:16]=[C:15]([N:12]3[CH2:13][CH2:14][N:9]([C:4]4[C:3]([C:2]([F:1])([F:18])[F:19])=[CH:8][CH:7]=[CH:6][N:5]=4)[CH2:10][CH2:11]3)[NH:17][C:28]=2[C:30]2[CH:31]=[CH:32][CH:33]=[CH:34][CH:35]=2)[CH:25]=[CH:24][CH:23]=[CH:22][CH:21]=1. Procedure details: 4-(3-(Trifluoromethyl)pyridin-2-yl)piperazine-1-carboxamidine (300 mg, 1.10 mmol, Example 3(a)) reacted with benzil (231 mg, 1.10 mmol, Aldrich) under the conditions of Example 4(b). The crude product was purified by silica gel column chromatography (1:3 EtOAc/hexane) to give the title compound as a white amorphous solid. MS (ESI, pos. ion) m/z: 450. The reactants are C(Cl)(Cl)Cl (CHCl3), CCN(C(C)C)C(C)C (DIEA), C(#N)C=1C=CC2=C(CN([C@@H](CN2CC=2N=CN(C2)C(=O)OC(C)(C)C)CC2=CC=CC=C2)S(=O)(=O)C)C1 ((R)-7-cyano-2,3,4,5-tetrahydro-1-[(((1,1-dimethylethoxy)-carbonyl)-1H-imidazol-4-yl)methyl]-4-(methylsulfonyl)-3-(phenylmethyl)-1H-1,4-benzodiazepine), C(#N)C=1C=CC2=C(CN([C@@H](CN2CC=2N=CN(C2)C(=O)OC(C)(C)C)CC2=CC=CC=C2)S(=O)(=O)C)C1 ((R)-7-cyano-2,3,4,5-tetrahydro-1-[(((1,1-dimethylethoxy)-carbonyl)-1H-imidazol-4-yl)methyl]-4-(methylsulfonyl)-3-(phenylmethyl)-1H-1,4-benzodiazepine), O(S(=O)(=O)C(F)(F)F)C (methyl triflate). Solvent: C(Cl)Cl (methylene chloride). Conditions: time 3 hour. Product: Cl.C(#N)C=1C=CC2=C(CN([C@@H](CN2CC2=CN=CN2C)CC2=CC=CC=C2)S(=O)(=O)C)C1 ((R)-7-Cyano-2,3,4,5-tetrahydro-1-[(1-methyl-1H-imidazol-5-yl)methyl]-4-(methylsulfonyl)-3-(phenylmethyl)-1H-1,4-benzodiazepine, monohydrochloride). The yield is 74.0%. Reaction SMILES: [C:1]([C:3]1[CH:4]=[CH:5][C:6]2[N:12]([CH2:13][C:14]3[N:15]=[CH:16][N:17](C(OC(C)(C)C)=O)[CH:18]=3)[CH2:11][C@@H:10]([CH2:26][C:27]3[CH:32]=[CH:31][CH:30]=[CH:29][CH:28]=3)[N:9]([S:33]([CH3:36])(=[O:35])=[O:34])[CH2:8][C:7]=2[CH:37]=1)#[N:2].O(C)S([C:42](F)(F)F)(=O)=O.CCN(C(C)C)C(C)C.C(Cl)(Cl)[Cl:57]>C(Cl)Cl>[ClH:57].[C:1]([C:3]1[CH:4]=[CH:5][C:6]2[N:12]([CH2:13][C:14]3[N:15]([CH3:42])[CH:16]=[N:17][CH:18]=3)[CH2:11][C@@H:10]([CH2:26][C:27]3[CH:28]=[CH:29][CH:30]=[CH:31][CH:32]=3)[N:9]([S:33]([CH3:36])(=[O:34])=[O:35])[CH2:8][C:7]=2[CH:37]=1)#[N:2] |f:5.6|. Reported procedure: To a solution of 200 mg (0.38 mmol) of (R)-7-cyano-2,3,4,5-tetrahydro-1-[(((1,1-dimethylethoxy)-carbonyl)-1H-imidazol-4-yl)methyl]-4-(methylsulfonyl)-3-(phenylmethyl)-1H-1,4-benzodiazepine (prepared from Example 224 as described for Compound A of Example 225) in 2 mL of methylene chloride, at -78° C. and under argon, was added dropwise 59 μL (0.48 mmol) of methyl triflate. The reaction was allowed to warm to rt, during which time a white precipitate was obtained. Stirring was continued at rt for... As a reaction SMILES: Cl[C:2]1[C:18]([Cl:19])=[C:17]([OH:20])[CH:16]=[CH:15][C:3]=1[C:4](=[N:13][OH:14])[C:5]1[CH:10]=[CH:9][CH:8]=[C:7]([CH3:11])[C:6]=1[CH3:12].[H-].[Na+].Br[CH2:24][C:25]([O:27][CH2:28][CH3:29])=[O:26].O>CN(C=O)C>[CH2:28]([O:27][C:25](=[O:26])[CH2:24][O:20][C:17]1[CH:16]=[CH:15][C:3]2[C:4]([C:5]3[CH:10]=[CH:9][CH:8]=[C:7]([CH3:11])[C:6]=3[CH3:12])=[N:13][O:14][C:2]=2[C:18]=1[Cl:19])[CH3:29] |f:1.2|. Reaction conditions: temperature 130 celsius, time 7 hour. The solvent is CN(C)C=O (DMF). Product: C(C)OC(COC1=C(C2=C(C(=NO2)C2=C(C(=CC=C2)C)C)C=C1)Cl)=O (ethyl-{[7-chloro-3-(2,3-dimethylphenyl)-1,2-benzisoxazol-6-yl]oxy}acetate). Starting materials: ClC1=C(C(C2=C(C(=CC=C2)C)C)=NO)C=CC(=C1Cl)O (2,3-dichloro-4-hydroxy-2',3'-dimethylbenzophenone oxime), [H-].[Na+] (NaH), O (water), BrCC(=O)OCC (ethyl bromoacetate). Reported procedure: To a solution of 5 g of 2,3-dichloro-4-hydroxy-2',3'-dimethylbenzophenone oxime in 70 ml of DMF, 0.96 g of NaH is added. The internal temperature is held between 95°-120° C. for seven hours, then the mixture is heated at 130° C. for 1.5 hours. The reaction mixture is cooled and 2.94 g of ethyl bromoacetate is added dropwise. The mixture is stirred one hour and water is added dropwise. The product which forms is filtered off and recrystallized from 95% ethanol to yield ethyl-{[7-chloro-3-(2,3-dim... Starting materials: ClC1=CC=C(CC2C(OC(OC2=O)(C)C)=O)C=C1 (5-(4-chlorobenzyl)-2,2-dimethyl-1,3-dioxane-4,6-dione), Intermediate 8, BrC=1C=C2C(=C(C(=NC2=CC1)Cl)CC1=CC=C(C=C1)Cl)Cl (6-bromo-2,4-dichloro-3-(4-chlorobenzyl)quinoline), BrC=1C=C2C(=C(C(=NC2=CC1)Cl)CC1=CC=C(C=C1)Cl)Cl (6-bromo-2,4-dichloro-3-(4-chlorobenzyl)quinoline), BrC=1C=C2C(=C(C(=NC2=CC1)Cl)CC1=CC=C(C=C1)Cl)Cl (6-bromo-2,4-dichloro-3-(4-chlorobenzyl)quinoline), CS(=O)(=O)C1=CC=C(CC2C(OC(OC2=O)(C)C)=O)C=C1 (5-(4-methylsulfonylbenzyl)-2,2-dimethyl-1,3-dioxane-4,6-dione). The product is CS(=O)(=O)C1=CC=C(CC(C(=O)O)C(=O)O)C=C1 (2-(4-Methylsulfonylbenzyl)malonic acid). Reaction SMILES: ClC1C=CC(CC2C(=O)OC(C)(C)OC2=O)=CC=1.BrC1C=C2C(=CC=1)N=C(Cl)C(CC1C=CC(Cl)=CC=1)=C2Cl.[CH3:40][S:41]([C:44]1[CH:60]=[CH:59][C:47]([CH2:48][CH:49]2[C:54](=[O:55])[O:53]C(C)(C)[O:51][C:50]2=[O:58])=[CH:46][CH:45]=1)(=[O:43])=[O:42]>>[CH3:40][S:41]([C:44]1[CH:45]=[CH:46][C:47]([CH2:48][CH:49]([C:50]([OH:58])=[O:51])[C:54]([OH:55])=[O:53])=[CH:59][CH:60]=1)(=[O:42])=[O:43]. Procedure: The title compound was prepared by substituting 5-(4-chlorobenzyl)-2,2-dimethyl-1,3-dioxane-4,6-dione (Intermediate 3: step a) with 5-(4-methylsulfonylbenzyl)-2,2-dimethyl-1,3-dioxane-4,6-dione (Intermediate 8: step a) then following the procedure described for the preparation of 2-(4-chlorobenzyl)malonic acid (Intermediate 3: step b).